Dataset: the Open Reaction Database (ORD), a public repository of structured organic reaction records. Task: describe an organic reaction: reactants, conditions, products, and yield Reactants: C(C(=C)C)(=O)OCCO (2-hydroxyethyl methacrylate), C=CC1=CC=CC=C1 (styrene), C(C=C)(=O)OCC (ethyl acrylate), polyoxyethylene nonylphenol ether, polyoxyethylene nonylphenol ether, S(=O)([O-])[O-].[Na+].[Na+] (sodium sulfite), NaSS. The solvent is O (water), O (water). The product is C=CC1=CC=C(C=C1)S(=O)(=O)[O-].[Na+] (sodium p-styrene-sulfonate). Isolated yield 509.4%. RXN SMILES: [S:1]([O-:4])([O-:3])=[O:2].[Na+:5].[Na+].[CH2:7]=[CH:8][C:9]1[CH:14]=[CH:13][CH:12]=[CH:11][CH:10]=1.C(OCC)(=O)C=C.C(OCCO)(=O)C(C)=C>O>[CH2:7]=[CH:8][C:9]1[CH:14]=[CH:13][C:12]([S:1]([O-:4])(=[O:3])=[O:2])=[CH:11][CH:10]=1.[Na+:5] |f:0.1.2,7.8|. Procedure: A polymerization flask, the inner atmosphere of which was substituted with nitrogen, was charged with 0.2 g of Emulgen 935 (polyoxyethylene nonylphenol ether supplied by Kao-Atlas), 0.2 g of Emulgen 920 (polyoxyethylene nonylphenol ether supplied by Kao-Atlas), 0.3 g of acidic sodium sulfite (NaHSO3) and 46.5 g of water, and the temperature was elevated to 40° C. in a nitrogen current. A liquid monomer mixture comprising 30 g of styrene, 67 g of ethyl acrylate and 3 g of 2-hydroxyethyl methacryl... Starting materials: [H-].[Na+] (Sodium hydride), O1CC(CC1)C=1OC2=C(C1)C=CC=C2O (2-(tetrahydrofuran-3-yl)-benzofuran-7-ol), [Si](C)(C)(C(C)(C)C)Cl (tert-butyldimethylsilyl chloride). Run in O1CCCC1 (tetrahydrofuran). Conditions: time 90 minute. Yields the product C(C)(C)(C)[Si](OC1=CC=CC=2C=C(OC21)C2COCC2)(C)C (tert-Butyldimethyl-[2-(tetrahydrofuran-3-yl)-benzofuran-7-yloxy]-silane). The yield is 101.7%. Reaction SMILES: [H-].[Na+].[O:3]1[CH2:7][CH2:6][CH:5]([C:8]2[O:9][C:10]3[C:16]([OH:17])=[CH:15][CH:14]=[CH:13][C:11]=3[CH:12]=2)[CH2:4]1.[Si:18](Cl)([C:21]([CH3:24])([CH3:23])[CH3:22])([CH3:20])[CH3:19]>O1CCCC1>[C:21]([Si:18]([CH3:20])([CH3:19])[O:17][C:16]1[C:10]2[O:9][C:8]([CH:5]3[CH2:6][CH2:7][O:3][CH2:4]3)=[CH:12][C:11]=2[CH:13]=[CH:14][CH:15]=1)([CH3:24])([CH3:23])[CH3:22] |f:0.1|. Procedure: Sodium hydride (80 mg, 60% dispersion in mineral oil) was added to a stirred solution of 2-(tetrahydrofuran-3-yl)-benzofuran-7-ol (0.37 g) in dry tetrahydrofuran (10 ml) at room temperature under a dry nitrogen atmosphere. After stirring for 10 minutes tert-butyldimethylsilyl chloride (0.27 g) was added and the reaction stirred for 90 minutes. The reaction mixture was partitioned between ethyl acetate (30 ml) and water (2×25 ml). The combined aqueous washings were extracted with ethyl acetate (3... Solvent: C(Cl)Cl (CH2Cl2). Product: FC(C(=O)O)(F)F.N1C[C@@H](CC1)SC1=CC=C(C=C1)O ((R)-4-(pyrrolidin-3-yl-sulfanyl)-phenol trifluoroacetic acid). Reaction SMILES: C(OC([N:8]1[CH2:12][CH2:11][C@@H:10]([S:13][C:14]2[CH:19]=[CH:18][C:17]([OH:20])=[CH:16][CH:15]=2)[CH2:9]1)=O)(C)(C)C.[F:21][C:22]([F:27])([F:26])[C:23]([OH:25])=[O:24]>C(Cl)Cl>[F:21][C:22]([F:27])([F:26])[C:23]([OH:25])=[O:24].[NH:8]1[CH2:12][CH2:11][C@@H:10]([S:13][C:14]2[CH:19]=[CH:18][C:17]([OH:20])=[CH:16][CH:15]=2)[CH2:9]1 |f:3.4|. The reactants are C(C)(C)(C)OC(=O)N1C[C@@H](CC1)SC1=CC=C(C=C1)O ((R)-3-(4-Hydroxy-phenylsulfanyl)-pyrrolidine-1-carboxylic acid tert-butyl ester), FC(C(=O)O)(F)F (trifluoroacetic acid). Yield: 109.7%. Reaction conditions: time 1 hour. Reported procedure: (R)-3-(4-Hydroxy-phenylsulfanyl)-pyrrolidine-1-carboxylic acid tert-butyl ester (3.0 g, 10.2 mmol) in CH2Cl2 (36 ml) was treated with trifluoroacetic acid (7.8 ml, 0.1 mol). After 1 hour stirring at room temperature, the reaction mixture was concentrated to provide (R)-4-(pyrrolidin-3-yl-sulfanyl)-phenol trifluoroacetic acid (3.46 g) as an orange oil, MS: m/e=196.2 (M+H+) and [α]D20=+25.060 ° (c=1.2, MeOH). Starting materials: C(#C)C=1C=C2C(CC(SC2=CC1)(C)C)=O (6-ethynyl-2,2-dimethylthiochroman-4-one), IC1=CC=C(C(=O)OCC)C=C1 (ethyl 4-iodobenzoate). Reagents/catalysts: Cl[Pd]([P](C1=CC=CC=C1)(C2=CC=CC=C2)C3=CC=CC=C3)([P](C4=CC=CC=C4)(C5=CC=CC=C5)C6=CC=CC=C6)Cl (bis(triphenylphosphine)palladium(II) chloride), [Cu]I (copper (I) iodide). Run in CCN(CC)CC (Et3N). Conditions: time 8 hour. Yields the product CC1(SC2=CC=C(C=C2C(C1)=O)C#CC1=CC=C(C(=O)OCC)C=C1)C (ethyl 4-[(2,2-dimethyl-4-oxo-thiochroman-6-yl)ethynyl]-benzoate). Yield: 72.2%. As a reaction SMILES: [C:1]([C:3]1[CH:4]=[C:5]2[C:10](=[CH:11][CH:12]=1)[S:9][C:8]([CH3:14])([CH3:13])[CH2:7][C:6]2=[O:15])#[CH:2].I[C:17]1[CH:27]=[CH:26][C:20]([C:21]([O:23][CH2:24][CH3:25])=[O:22])=[CH:19][CH:18]=1>CCN(CC)CC.Cl[Pd](Cl)([P](C1C=CC=CC=1)(C1C=CC=CC=1)C1C=CC=CC=1)[P](C1C=CC=CC=1)(C1C=CC=CC=1)C1C=CC=CC=1.[Cu]I>[CH3:14][C:8]1([CH3:13])[CH2:7][C:6](=[O:15])[C:5]2[C:10](=[CH:11][CH:12]=[C:3]([C:1]#[C:2][C:17]3[CH:27]=[CH:26][C:20]([C:21]([O:23][CH2:24][CH3:25])=[O:22])=[CH:19][CH:18]=3)[CH:4]=2)[S:9]1 |^1:37,56|. Procedure: A solution of 6-ethynyl-2,2-dimethylthiochroman-4-one (82.0 mg. 0.38 mmol) and ethyl 4-iodobenzoate (104.9 mg. 0.38 mmol.) in 5.0 mL Et3N was purged with argon for 10 minutes. To this solution was added bis(triphenylphosphine)palladium(II) chloride (88.0 mg. 0.12 mmol) and copper (I) iodide (22.9 mg. 0.12 mmol). After sparging for an additional 5 minutes with argon, the solution was stirred overnight at room temperature. The reaction mixture was filtered through a pad of Celite using an Et2O was... The reactants are solid, Cl.Cl.O1C=C(C=C2C1=CC=C2)C2N(CCCC2)CC[C@@H]2CC[C@H](CC2)N (trans-4-[2-(4-benzofuran-3-yl-piperidin-1-yl)-ethyl]-cyclohexylamine dihydrochloride), Cl.Cl.O1C=C(C=C2C1=CC=C2)C2N(CCCC2)CC[C@@H]2CC[C@H](CC2)N (trans-4-[2-(4-benzofuran-3-yl-piperidin-1-yl)-ethyl]-cyclohexylamine dihydrochloride), FC(CCC(=O)O)(F)F (4,4,4-trifluoro-butanoic acid). Yields the product O1C=C(C=C2C1=CC=C2)C2N(CCCC2)CC[C@@H]2CC[C@H](CC2)NC(CCC(F)(F)F)=O (trans-N-{4-[2-(4-Benzofuran-3-yl-piperidin-1-yl)-ethyl]-cyclohexyl}-4,4,4-trifluoro-butyramide). As a reaction SMILES: Cl.Cl.[O:3]1[C:8]2=[CH:9][CH:10]=[CH:11][C:7]2=[CH:6][C:5]([CH:12]2[CH2:17][CH2:16][CH2:15][CH2:14][N:13]2[CH2:18][CH2:19][C@H:20]2[CH2:25][CH2:24][C@H:23]([NH2:26])[CH2:22][CH2:21]2)=[CH:4]1.[F:27][C:28]([F:35])([F:34])[CH2:29][CH2:30][C:31](O)=[O:32]>>[O:3]1[C:8]2=[CH:9][CH:10]=[CH:11][C:7]2=[CH:6][C:5]([CH:12]2[CH2:17][CH2:16][CH2:15][CH2:14][N:13]2[CH2:18][CH2:19][C@H:20]2[CH2:21][CH2:22][C@H:23]([NH:26][C:31](=[O:32])[CH2:30][CH2:29][C:28]([F:35])([F:34])[F:27])[CH2:24][CH2:25]2)=[CH:4]1 |f:0.1.2|. Procedure details: The title compound, light brown solid (80 mg, 71%), MS (ISP) m/z=451.2 [(M+H)+], mp 192° C., was prepared in accordance with the general method of example 1 from trans-4-[2-(4-benzofuran-3-yl-piperidin-1-yl)-ethyl]-cyclohexylamine dihydrochloride (intermediate A) (100 mg, 0.25 mmol) and 4,4,4-trifluoro-butanoic acid. Reactants: COc1ccc(-n2nc(C)c3c2C(=O)N(c2ccc(C#N)cc2)CC3)cc1, CNC, CO, ClC(Cl)Cl. Yields the product COc1ccc(-n2nc(C)c3c2C(=O)N(c2ccc(C(=N)N(C)C)cc2)CC3)cc1. RXN SMILES: [CH3:1][O:2][c:3]1[cH:4][cH:5][c:6](-[n:9]2[n:10][c:11]([CH3:27])[c:12]3[c:13]2[C:14](=[O:26])[N:15]([c:18]2[cH:19][cH:20][c:21]([C:22]#[N:23])[cH:24][cH:25]2)[CH2:16][CH2:17]3)[cH:7][cH:8]1.[CH3:28][NH:29][CH3:30].[CH3:31][OH:32].[Cl:33][CH:34]([Cl:35])[Cl:36]>>[CH3:1][O:2][c:3]1[cH:4][cH:5][c:6](-[n:9]2[n:10][c:11]([CH3:27])[c:12]3[c:13]2[C:14](=[O:26])[N:15]([c:18]2[cH:19][cH:20][c:21]([C:22](=[NH:23])[N:29]([CH3:28])[CH3:30])[cH:24][cH:25]2)[CH2:16][CH2:17]3)[cH:7][cH:8]1.